This data is from the Open Reaction Database (ORD), a public repository of structured organic reaction records. The task is: describe an organic reaction: reactants, conditions, products, and yield Reactants: OC1=CC=C(C=C1)C(=O)C(=O)C=1OC=CC1 (2-Furoyl 4-hydroxyphenyl ketone), ClC1=CC=NC2=CC(=C(C=C12)OC)OC (4-Chloro-6,7-dimethoxyquinoline). The reagents and catalysts are CN(C1=CC=NC=C1)C (4-dimethylaminopyridine). Run in C=1(C(=CC=CC1)C)C (xylene). Reaction conditions: time 1 hour. The product is O1C(=CC=C1)C(=O)C(=O)C1=CC=C(C=C1)OC1=CC=NC2=CC(=C(C=C12)OC)OC (2-Furoyl-{4-[(6,7-dimethoxy-4-quinolyl)oxy]phenyl}methanone). Isolated yield 50.2%. Reaction SMILES: [OH:1][C:2]1[CH:7]=[CH:6][C:5]([C:8]([C:10]([C:12]2[O:13][CH:14]=[CH:15][CH:16]=2)=[O:11])=[O:9])=[CH:4][CH:3]=1.Cl[C:18]1[C:27]2[C:22](=[CH:23][C:24]([O:30][CH3:31])=[C:25]([O:28][CH3:29])[CH:26]=2)[N:21]=[CH:20][CH:19]=1>CN(C)C1C=CN=CC=1.C1(C)C(C)=CC=CC=1>[O:13]1[CH:14]=[CH:15][CH:16]=[C:12]1[C:10]([C:8]([C:5]1[CH:4]=[CH:3][C:2]([O:1][C:18]2[C:27]3[C:22](=[CH:23][C:24]([O:30][CH3:31])=[C:25]([O:28][CH3:29])[CH:26]=3)[N:21]=[CH:20][CH:19]=2)=[CH:7][CH:6]=1)=[O:9])=[O:11]. Procedure: Under argon, 2-furoyl 4-hydroxyphenyl ketone (205 mg) obtained in Example 129 and 4-dimethylaminopyridine (146 mg) were added to xylene (5 ml), and the admixture was stirred at room temperature for 1 hour. 4-Chloro-6,7-dimethoxyquinoline (244 mg) was added, and the admixture was then refluxed with heat for 20 hours. The reaction mixture was partitioned between saturated aqueous sodium hydrogen carbonate and chloroform, and the chloroform layer was dried with anhydrous magnesium sulfate. After re... RXN SMILES: [CH2:1]([O:4][C:5]1[CH:6]=[CH:7][C:8]([O:16][CH2:17][CH:18]([OH:21])[CH2:19][Cl:20])=[C:9]2[C:14]=1[NH:13][C:12](=[O:15])[CH2:11][CH2:10]2)[C:2]#[CH:3].C(=O)([O-])[O-].[K+].[K+].[NH:28]1[CH2:33][CH2:32][O:31][CH2:30][CH2:29]1>CO>[ClH:20].[CH2:1]([O:4][C:5]1[CH:6]=[CH:7][C:8]([O:16][CH2:17][CH:18]([OH:21])[CH2:19][N:28]2[CH2:33][CH2:32][O:31][CH2:30][CH2:29]2)=[C:9]2[C:14]=1[NH:13][C:12](=[O:15])[CH2:11][CH2:10]2)[C:2]#[CH:3] |f:1.2.3,6.7|. Solvent: CO (methanol). The yield is 62.4%. Reported procedure: 1.0 g of 8-(2-propynyloxy)-5-(3-chloro-2-hydroxypropoxy)-3,4-dihydrocarbostyril was dissolved in 20 ml of methanol. 0.7 g of anhydrous potassium carbonate and 1.7 g of morpholine were then added to the solution followed by stirring while refluxing for 4 hours. After completion of the reaction, the methanol and the unreacted morpholine were evaporated under reduced pressure, and the residual oil was converted into a hydrochloride with an aqueous hydrochloric acid, and washed with chloroform. The ... Product: Cl.C(C#C)OC=1C=CC(=C2CCC(NC12)=O)OCC(CN1CCOCC1)O (8-(2-propynyloxy)-5-(2-hydroxy-3-morpholinopropoxy)-3,4-dihydrocarbostyril hydrochloride). Starting materials: C([O-])([O-])=O.[K+].[K+] (potassium carbonate), N1CCOCC1 (morpholine), C(C#C)OC=1C=CC(=C2CCC(NC12)=O)OCC(CCl)O (8-(2-propynyloxy)-5-(3-chloro-2-hydroxypropoxy)-3,4-dihydrocarbostyril). Reactants: O (water), ClC=1C(=C(C=CC1)O)C (3-chloro-2-methyl-phenol), [H-].[Na+] (sodium hydride), ClC1=NC=CC(=N1)OC1=CC(=C(C=C1C)N)C (4-(2-chloro-pyrimidin-4-yloxy)-2,5-dimethyl-phenylamine). Run in C1CCOC1 (THF). Run at temperature 60 celsius, time 20 hour. The product is ClC=1C(=C(OC2=NC=CC(=N2)OC2=CC(=C(C=C2C)N)C)C=CC1)C (4-[2-(3-chloro-2-methyl-phenoxy)-pyrimidin-4-yloxy]-2,5-dimethyl-phenylamine). RXN SMILES: [Cl:1][C:2]1[C:3]([CH3:9])=[C:4]([OH:8])[CH:5]=[CH:6][CH:7]=1.[H-].[Na+].Cl[C:13]1[N:18]=[C:17]([O:19][C:20]2[C:25]([CH3:26])=[CH:24][C:23]([NH2:27])=[C:22]([CH3:28])[CH:21]=2)[CH:16]=[CH:15][N:14]=1.O>C1COCC1>[Cl:1][C:2]1[C:3]([CH3:9])=[C:4]([CH:5]=[CH:6][CH:7]=1)[O:8][C:13]1[N:18]=[C:17]([O:19][C:20]2[C:25]([CH3:26])=[CH:24][C:23]([NH2:27])=[C:22]([CH3:28])[CH:21]=2)[CH:16]=[CH:15][N:14]=1 |f:1.2|. Procedure: A solution of 1.43 g (10 mmol) 3-chloro-2-methyl-phenol and 0.4 g sodium hydride (60% in paraffine, 10 mmol) in 20 ml THF were stirred for 30 min at ambient temperature. After adding 1.25 g (5 mmol) 4-(2-chloro-pyrimidin-4-yloxy)-2,5-dimethyl-phenylamine the mixture was stirred for 20 hrs at 60° C. After cooling down to ambient temperature 20 ml water was added and the organic layer was separated, dried over magnesium sulfate, concentrated in vacuo, column chromatography (cycclhexane/ethyl aceta... The reactants are ClC1=CC2=C(NC(CC(N2C2=CC=CC=C2)=O)=O)C=C1 (7-chloro-5-phenyl-1,2,3,5-tetrahydro-4H-1,5-benzodiazepin-2,4-dione), O1CCCC1 (tetrahydrofuran), CN (methylamine). Reagents/catalysts: [Ti](Cl)(Cl)(Cl)Cl (titanium tetrachloride). The solvent is 1l, C1=CC=CC=C1 (benzene), C1=CC=CC=C1 (benzene). Conditions: time 15 minute. Product: ClC1=CC2=C(N=C(CC(N2C2=CC=CC=C2)=O)NC)C=C1 (7-chloro-3,5-dihydro-2-methylamino-5-phenyl-4H-1,5-benzodiazepin-4-one). RXN SMILES: [Cl:1][C:2]1[CH:20]=[CH:19][C:5]2[NH:6][C:7](=O)[CH2:8][C:9](=[O:17])[N:10]([C:11]3[CH:16]=[CH:15][CH:14]=[CH:13][CH:12]=3)[C:4]=2[CH:3]=1.O1CCCC1.[CH3:26][NH2:27]>C1C=CC=CC=1.[Ti](Cl)(Cl)(Cl)Cl>[Cl:1][C:2]1[CH:20]=[CH:19][C:5]2[N:6]=[C:7]([NH:27][CH3:26])[CH2:8][C:9](=[O:17])[N:10]([C:11]3[CH:16]=[CH:15][CH:14]=[CH:13][CH:12]=3)[C:4]=2[CH:3]=1. Reported procedure: A suspension of 14.3g (0.05 mol) of 7-chloro-5-phenyl-1,2,3,5-tetrahydro-4H-1,5-benzodiazepin-2,4-dione in 1l of tetrahydrofuran and 200 ml of benzene was saturated with methylamine. A solution of 11.5 g (0.06 mol) of titanium tetrachloride in 200 ml of benzene was added at 0° through a dropping funnel. After stirring at 0° to 10° for 15 min, the mixture was heated to reflux for 1 1/2 hrs. It was then partitioned between water and benzene. The benzene layer was separated, dried and evaporated. C...